Task: describe an organic reaction: reactants, conditions, products, and yield. Dataset: the Open Reaction Database (ORD), a public repository of structured organic reaction records The reactants are C(C(O)C)(=O)OC(C(O)C)=O (lactyl lactate), CC(=O)C (acetone), monolactate, COC=1C=C(C=CC1NC=2C=3C=CC=CC3N=C4C2C=CC=C4)NS(=O)(=O)C (m-AMSA). Yields the product C(C(O)C)(=O)C(C(=O)O)(O)C (lactyl lactic acid), C(C(O)C)(=O)O (DL-lactic acid). The yield is 20.0%. Reaction SMILES: C[O:2][C:3]1C=C(NS(C)(=O)=O)C=[CH:7][C:8]=1NC1C2C=CC=CC=2N=C2C=CC=CC=12.[C:29]([O:34][C:35](=[O:39])[CH:36]([CH3:38])[OH:37])(=[O:33])[CH:30]([CH3:32])[OH:31].CC(C)=[O:42]>>[C:3]([C:36]([CH3:38])([OH:37])[C:35]([OH:34])=[O:39])(=[O:2])[CH:8]([CH3:7])[OH:42].[C:29]([OH:34])(=[O:33])[CH:30]([CH3:32])[OH:31]. Procedure: NMR spectrum of the product was consistent for a monolactate salt of m-AMSA containing 0.6 mole of acetone per mole of salt. The product contained as an impurity approximately 0.1 mole % of lactyl lactate salt which is formed due to the presence of up to 20% of lactyl lactic acid in ACS purity DL-lactic acid.*